This data is from the Open Reaction Database (ORD), a public repository of structured organic reaction records. The task is: describe an organic reaction: reactants, conditions, products, and yield Procedure: To a solution of 4,5-di-(4-chlorophenyl)imidazole (500 mg, 1.7 mmol) from Example 20, Step A and 2-(trimethylsilyl)ethoxymethyl chloride (SEM-Cl) (0.46 mL, 2.6 mmol) in DMF (8 mL) at rt was added sodium hydride (60% in mineral oil) (135 mg, 3.4 mmol). The reaction was stirred for 20 min, poured into an aq. bicarbonate solution, and extracted twice with ethyl acetate. The organic layers were washed with brine, dried over sodium sulfate, and evaporated. The residue was purified by flash chromatogr... Reaction conditions: time 20 minute. The solvent is CN(C)C=O (DMF). Reactants: C([O-])(O)=O (bicarbonate), ClC1=CC=C(C=C1)C=1N=CNC1C1=CC=C(C=C1)Cl (4,5-di-(4-chlorophenyl)imidazole), C[Si](CCOCCl)(C)C (2-(trimethylsilyl)ethoxymethyl chloride), [H-].[Na+] (sodium hydride). As a reaction SMILES: [Cl:1][C:2]1[CH:7]=[CH:6][C:5]([C:8]2[N:9]=[CH:10][NH:11][C:12]=2[C:13]2[CH:18]=[CH:17][C:16]([Cl:19])=[CH:15][CH:14]=2)=[CH:4][CH:3]=1.[CH3:20][Si:21]([CH3:28])([CH3:27])[CH2:22][CH2:23][O:24][CH2:25]Cl.[H-].[Na+].C(=O)(O)[O-]>CN(C=O)C>[Cl:19][C:16]1[CH:17]=[CH:18][C:13]([C:12]2[N:11]=[CH:10][N:9]([CH2:25][O:24][CH2:23][CH2:22][Si:21]([CH3:28])([CH3:27])[CH3:20])[C:8]=2[C:5]2[CH:4]=[CH:3][C:2]([Cl:1])=[CH:7][CH:6]=2)=[CH:14][CH:15]=1 |f:2.3|. Product: ClC1=CC=C(C=C1)C=1N=CN(C1C1=CC=C(C=C1)Cl)COCC[Si](C)(C)C (4,5-Di-(4-chlorophenyl)-1-(2-(trimethylsilyl)ethoxymethyl)imidazole).